The task is: describe an organic reaction: reactants, conditions, products, and yield. This data is from the Open Reaction Database (ORD), a public repository of structured organic reaction records. Starting materials: FC=1C=CC(=C(N)C1)[N+](=O)[O-] (5-fluoro-2-nitroaniline), N(=O)[O-].[Na+] (sodium nitrite), [I-].[K+] (potassium iodide). Solvent: Cl (HCl). Conditions: time 2 hour. Product: FC1=CC(=C(C=C1)[N+](=O)[O-])I (4-fluoro-2-iodo-1-nitrobenzene). Yield: 82.1%. As a reaction SMILES: [F:1][C:2]1[CH:3]=[CH:4][C:5]([N+:9]([O-:11])=[O:10])=[C:6]([CH:8]=1)N.N([O-])=O.[Na+].[I-:16].[K+]>Cl>[F:1][C:2]1[CH:3]=[CH:4][C:5]([N+:9]([O-:11])=[O:10])=[C:6]([I:16])[CH:8]=1 |f:1.2,3.4|. Procedure: To a solution of 5-fluoro-2-nitroaniline (70.0 g, 448 mmol) in HCl (350 mL, 37% in water) at 0° C. was added sodium nitrite (32.2 g, 469 mmol, in 100 mL water) dropwise. The mixture was stirred for 1 h at which time, potassium iodide (82.0 g, 490 mmol, in 100 mL H2O) was added dropwise. The mixture was stirred at rt for 2 h and then extracted with EtOAc. The organic layer was washed with brine, dried (MgSO4) and purified by flash chromatography to provide the title compound (98.6 g, 368 mmol, 83... Starting materials: IN1C(CCC1=O)=O (N-Iodosuccinimide), CSC=1N=CN2C1SC=C2 (7-methylthioimidazo[5,1-b]thiazole). Solvent: ClCCl (dichloromethane), [Cl-].[Na+].O (brine). The product is IC1=NC(=C2SC=CN21)SC (5-iodo-7-methylthioimidazo[5,1-b]thiazole). The yield is 95.3%. RXN SMILES: [I:1]N1C(=O)CCC1=O.[CH3:9][S:10][C:11]1[N:12]=[CH:13][N:14]2[CH:18]=[CH:17][S:16][C:15]=12>ClCCl.[Cl-].[Na+].O>[I:1][C:13]1[N:14]2[C:15]([S:16][CH:17]=[CH:18]2)=[C:11]([S:10][CH3:9])[N:12]=1 |f:3.4.5|. Procedure details: N-Iodosuccinimide (3.08 g) was added under ice cooling to a solution of 2.28 g of 7-methylthioimidazo[5,1-b]thiazole in dichloromethane. The mixture was stirred at room temperature for7 hr. Saturated brine was added to the reaction mixture, followed by separation. The organic layer was washed with a dilute aqueous sodium thiosulfate solution and saturated brine in that order, and then dried over anhydrous magnesium sulfate. The solvent was removed by distillation. The residue was purified by col...